From a dataset of the Open Reaction Database (ORD), a public repository of structured organic reaction records. describe an organic reaction: reactants, conditions, products, and yield Yields the product CC(OCc1cn(Cc2ccc(F)cc2)c2cnc(C(=O)N(C)O)cc12)c1ccccc1. RXN SMILES: [CH3:42][N:43]1[CH2:44][CH2:45][O:46][CH2:47][CH2:48]1.[CH3:50][NH:51][OH:52].[Cl:31][c:32]1[n:33][c:34]([O:35][CH3:36])[n:37][c:38]([O:39][CH3:40])[n:41]1.[ClH:49].[F:1][c:2]1[cH:3][cH:4][c:5]([CH2:6][n:7]2[cH:8][c:9]([CH2:19][O:20][CH:21]([CH3:22])[c:23]3[cH:24][cH:25][cH:26][cH:27][cH:28]3)[c:10]3[c:11]2[cH:12][n:13][c:14]([C:16](=[O:17])[OH:18])[cH:15]3)[cH:29][cH:30]1>>[F:1][c:2]1[cH:3][cH:4][c:5]([CH2:6][n:7]2[cH:8][c:9]([CH2:19][O:20][CH:21]([CH3:22])[c:23]3[cH:24][cH:25][cH:26][cH:27][cH:28]3)[c:10]3[c:11]2[cH:12][n:13][c:14]([C:16](=[O:18])[N:51]([CH3:50])[OH:52])[cH:15]3)[cH:29][cH:30]1. Reactants: CN1CCOCC1, CNO, COc1nc(Cl)nc(OC)n1, Cl, CC(OCc1cn(Cc2ccc(F)cc2)c2cnc(C(=O)O)cc12)c1ccccc1. Reactants: C1CCOC1, CCOC(C)=O, Nc1ccc(CO)cc1, Cc1cc(C(=O)Nc2cccc(C(=O)c3ccc4c(c3)NC(=O)C4=CO)c2)n(C)n1. Product: Cc1cc(C(=O)Nc2cccc(C(=O)c3ccc4c(c3)NC(=O)C4=CNc3ccc(CO)cc3)c2)n(C)n1. Reaction SMILES: [CH2:31]1[O:32][CH2:33][CH2:34][CH2:35]1.[CH3:45][CH2:46][O:47][C:48]([CH3:49])=[O:50].[NH2:36][c:37]1[cH:38][cH:39][c:40]([CH2:43][OH:44])[cH:41][cH:42]1.[OH:1][CH:2]=[C:3]1[C:4](=[O:30])[NH:5][c:6]2[cH:7][c:8]([C:12](=[O:13])[c:14]3[cH:15][c:16]([NH:20][C:21](=[O:22])[c:23]4[n:24]([CH3:29])[n:25][c:26]([CH3:28])[cH:27]4)[cH:17][cH:18][cH:19]3)[cH:9][cH:10][c:11]21>>[CH:2](=[C:3]1[C:4](=[O:30])[NH:5][c:6]2[cH:7][c:8]([C:12](=[O:13])[c:14]3[cH:15][c:16]([NH:20][C:21](=[O:22])[c:23]4[n:24]([CH3:29])[n:25][c:26]([CH3:28])[cH:27]4)[cH:17][cH:18][cH:19]3)[cH:9][cH:10][c:11]21)[NH:36][c:37]1[cH:38][cH:39][c:40]([CH2:43][OH:44])[cH:41][cH:42]1. Reactants: Intermediate 3, COC1(CC=CC=C1)S(=O)C=1C=C(N)C=CC1 (3-(1-Methoxyphenylsulfinyl)aniline), N1=CC(=CC=C1)C=O (pyridine-3-carboxaldehyde), CO (methanol), [BH4-].[Na+] (sodium borohydride). Product: COC1=C(C=CC=C1)S(=O)C=1C=C(C=CC1)NCC=1C=NC=CC1 (N-(3-(2-methoxyphenylsulfinyl)phenyl)pyrid-3-ylmethylamine). The yield is 82.0%. RXN SMILES: CO[C:3]1([S:9]([C:11]2[CH:12]=[C:13]([CH:15]=[CH:16][CH:17]=2)[NH2:14])=[O:10])[CH:8]=[CH:7][CH:6]=[CH:5][CH2:4]1.[N:18]1[CH:23]=[CH:22][CH:21]=[C:20]([CH:24]=O)[CH:19]=1.[BH4-].[Na+].[CH3:28][OH:29]>>[CH3:28][O:29][C:8]1[CH:7]=[CH:6][CH:5]=[CH:4][C:3]=1[S:9]([C:11]1[CH:12]=[C:13]([NH:14][CH2:24][C:20]2[CH:19]=[N:18][CH:23]=[CH:22][CH:21]=2)[CH:15]=[CH:16][CH:17]=1)=[O:10] |f:2.3|. Procedure details: 3-(1-Methoxyphenylsulfinyl)aniline (145 mg, 0.59 mmol) and pyridine-3-carboxaldehyde (63 mg, 0.59 mmol) were reacted in anhydrous methanol (3.0 ml), followed by treatment with sodium borohydride (44 mg, 1.17 mmol) as previously described (Intermediate 3). Silica gel chromatography (2 mm Chromatotron® plate, eluting with 20/1 ethyl acetate/hexanes) afforded N-(3-(2-methoxyphenylsulfinyl)phenyl)pyrid-3-ylmethylamine (162 mg, 82%) as an oil. 1H NMR(400 MHz): 3.77(3H,s), 4.35(2H,br s), 6.61(1H,m), 6... Starting materials: COc1cc(Br)cc(OC)c1, ClCCl, I[Cu]I, [K+], [K+], [K+], C1COCCO1, O=P([O-])([O-])[O-], c1ccc2c(c1)[nH]c1ccccc12. The product is COc1cc(OC)cc(-n2c3ccccc3c3ccccc32)c1. As a reaction SMILES: [Br:1][c:2]1[cH:3][c:4]([O:10][CH3:11])[cH:5][c:6]([O:8][CH3:9])[cH:7]1.[Cl:39][CH2:40][Cl:41].[Cu:42]([I:43])[I:44].[K+:30].[K+:31].[K+:32].[O:33]1[CH2:34][CH2:35][O:36][CH2:37][CH2:38]1.[P:25]([O-:26])([O-:27])([O-:28])=[O:29].[cH:12]1[cH:13][cH:14][cH:15][c:16]2[c:17]3[cH:18][cH:19][cH:20][cH:21][c:22]3[nH:23][c:24]12>>[c:2]1(-[n:23]2[c:22]3[c:17]([c:16]4[cH:15][cH:14][cH:13][cH:12][c:24]42)[cH:18][cH:19][cH:20][cH:21]3)[cH:3][c:4]([O:10][CH3:11])[cH:5][c:6]([O:8][CH3:9])[cH:7]1. Starting materials: CN(C)CCN1C(=O)CCc2cc([N+](=O)[O-])ccc21, CO, NN, O. Yields the product CN(C)CCN1C(=O)CCc2cc(N)ccc21. As a reaction SMILES: [CH3:1][N:2]([CH2:3][CH2:4][N:5]1[C:6](=[O:18])[CH2:7][CH2:8][c:9]2[cH:10][c:11]([N+:15]([O-:16])=[O:17])[cH:12][cH:13][c:14]21)[CH3:19].[CH3:23][OH:24].[NH2:21][NH2:22].[OH2:20]>>[CH3:1][N:2]([CH2:3][CH2:4][N:5]1[C:6](=[O:18])[CH2:7][CH2:8][c:9]2[cH:10][c:11]([NH2:15])[cH:12][cH:13][c:14]21)[CH3:19]. RXN SMILES: [Cl:22][C:23]([Cl:24])([O:25][C:26](=[O:27])[O:28][C:29]([Cl:30])([Cl:31])[Cl:32])[Cl:33].[Cl:34][CH2:35][Cl:36].[OH:1][CH:2]1[CH:3]2[CH2:4][C:5]3([C:12](=[O:13])[O:14][CH3:15])[CH2:6][CH:7]([CH2:8][CH:9]1[CH2:10]3)[CH2:11]2.[cH:16]1[cH:17][cH:18][n:19][cH:20][cH:21]1>>[O:1]([CH:2]1[CH:3]2[CH2:4][C:5]3([C:12](=[O:13])[O:14][CH3:15])[CH2:6][CH:7]([CH2:8][CH:9]1[CH2:10]3)[CH2:11]2)[C:23]([Cl:22])=[O:25]. Starting materials: O=C(OC(Cl)(Cl)Cl)OC(Cl)(Cl)Cl, ClCCl, COC(=O)C12CC3CC(C1)C(O)C(C3)C2, c1ccncc1. Product: COC(=O)C12CC3CC(C1)C(OC(=O)Cl)C(C3)C2.